From a dataset of the Open Reaction Database (ORD), a public repository of structured organic reaction records. describe an organic reaction: reactants, conditions, products, and yield Reactants: ice water, NC1CCN(CC1)CC1=CC=CC=C1 (4-Amino-1-benzylpiperidine), FC1=C(C=C(C=C1)S(=O)(=O)C)[N+](=O)[O-] (2-fluoro-5-methylsulphonyl-nitrobenzene), C([O-])([O-])=O.[Na+].[Na+] (sodium carbonate). Run in CS(=O)C (DMSO). Conditions: temperature 90 celsius, time 12 hour. Yields the product C(C1=CC=CC=C1)N1CCC(CC1)NC1=C(C=C(C=C1)S(=O)(=O)C)[N+](=O)[O-] (N-(1-benzylpiperidin-4-yl)-2-nitro-4-methylsulphonylaniline). The yield is 98.5%. RXN SMILES: [NH2:1][CH:2]1[CH2:7][CH2:6][N:5]([CH2:8][C:9]2[CH:14]=[CH:13][CH:12]=[CH:11][CH:10]=2)[CH2:4][CH2:3]1.F[C:16]1[CH:21]=[CH:20][C:19]([S:22]([CH3:25])(=[O:24])=[O:23])=[CH:18][C:17]=1[N+:26]([O-:28])=[O:27].C(=O)([O-])[O-].[Na+].[Na+]>CS(C)=O>[CH2:8]([N:5]1[CH2:6][CH2:7][CH:2]([NH:1][C:16]2[CH:21]=[CH:20][C:19]([S:22]([CH3:25])(=[O:24])=[O:23])=[CH:18][C:17]=2[N+:26]([O-:28])=[O:27])[CH2:3][CH2:4]1)[C:9]1[CH:14]=[CH:13][CH:12]=[CH:11][CH:10]=1 |f:2.3.4|. Reported procedure: 4-Amino-1-benzylpiperidine (87 g) was added slowly during 20 minutes to a stirred mixture of 2-fluoro-5-methylsulphonyl-nitrobenzene (100 g) and anhydrous sodium carbonate (35 g) in 500 mL DMSO, the internal temperature rose from 20° C. to 50° C. The mixture was stirred at 90° C. for 12 hours, then poured into ice/water and the yellow solid was filtered off, redissolved in dichloromethane, dried and evaporated to give 175 g N-(1-benzylpiperidin-4-yl)-2-nitro-4-methylsulphonylaniline. The reactants are BrC=1C(=NC=C(C(=O)NC2=CC=C(C=C2)SC(F)(F)F)C1)N1C[C@H](CC1)CO ((S)-5-bromo-6-(3-(hydroxymethyl)pyrrolidin-1-yl)-N-(4-((trifluoromethyl)thio)phenyl)nicotinamide), CC1(OB(OC1(C)C)C=1C=NC=C(C#N)C1)C (5-(4,4,5,5-tetramethyl-1,3,2-dioxaborolan-2-yl)nicotinonitrile). Product: C(#N)C=1C=C(C=NC1)C=1C(=NC=C(C1)C(=O)NC1=CC=C(C=C1)SC(F)(F)F)N1C[C@H](CC1)CO ((S)-5′-Cyano-2-(3-(hydroxymethyl)pyrrolidin-1-yl)-N-(4-((trifluoromethyl)thio)phenyl)-[3,3′-bipyridine]-5-carboxamide). As a reaction SMILES: Br[C:2]1[C:3]([N:22]2[CH2:26][CH2:25][C@H:24]([CH2:27][OH:28])[CH2:23]2)=[N:4][CH:5]=[C:6]([CH:21]=1)[C:7]([NH:9][C:10]1[CH:15]=[CH:14][C:13]([S:16][C:17]([F:20])([F:19])[F:18])=[CH:12][CH:11]=1)=[O:8].CC1(C)C(C)(C)OB([C:37]2[CH:38]=[N:39][CH:40]=[C:41]([CH:44]=2)[C:42]#[N:43])O1>>[C:42]([C:41]1[CH:44]=[C:37]([C:2]2[C:3]([N:22]3[CH2:26][CH2:25][C@H:24]([CH2:27][OH:28])[CH2:23]3)=[N:4][CH:5]=[C:6]([C:7]([NH:9][C:10]3[CH:15]=[CH:14][C:13]([S:16][C:17]([F:19])([F:18])[F:20])=[CH:12][CH:11]=3)=[O:8])[CH:21]=2)[CH:38]=[N:39][CH:40]=1)#[N:43]. Reported procedure: The title compound was prepared in an analogous fashion to that described in Example 151 using (S)-5-bromo-6-(3-(hydroxymethyl)pyrrolidin-1-yl)-N-(4-((trifluoromethyl)thio)phenyl)nicotinamide (Stage 189.1) and 5-(4,4,5,5-tetramethyl-1,3,2-dioxaborolan-2-yl)nicotinonitrile to afford a yellow solid. UPLC-MS (Condition 3) tR=1.09 min, m/z=500.3 [M+H]+, m/z=498.3 [M−H]−; 1H-NMR (400 MHz, DMSO-d6) δ ppm 1.49-1.69 (m, 1H) 1.77-1.96 (m, 1H) 2.16-2.30 (m, 1H) 2.97 (dd, J=11.00, 7.09 Hz, 1H) 3.10-3.22 (m... Starting materials: ClC=1C=C(C=CC1)[C@@H]([C@H]1CN(CCC1)C(=O)OC(C)(C)C)O ((R)-tert-butyl 3-((R)-(3-chlorophenyl)(hydroxy)methyl)piperidine-1-carboxylate), [H-].[Na+] (NaH), BrCC(C)(OC)OC (1-bromo-2,2-dimethoxypropane). The solvent is C1CCOC1 (THF). Conditions: temperature 80 celsius. Yields the product ClC=1C=C(C=CC1)[C@@H]([C@H]1CN(CCC1)C(=O)OC(C)(C)C)OCC(C)(OC)OC ((R)-tert-butyl 3-((R)-(3-chlorophenyl)(2,2-dimethoxypropoxy)methyl)piperidine-1-carboxylate). RXN SMILES: [Cl:1][C:2]1[CH:3]=[C:4]([C@H:8]([OH:22])[C@@H:9]2[CH2:14][CH2:13][CH2:12][N:11]([C:15]([O:17][C:18]([CH3:21])([CH3:20])[CH3:19])=[O:16])[CH2:10]2)[CH:5]=[CH:6][CH:7]=1.[H-].[Na+].Br[CH2:26][C:27]([O:31][CH3:32])([O:29][CH3:30])[CH3:28]>C1COCC1>[Cl:1][C:2]1[CH:3]=[C:4]([C@H:8]([O:22][CH2:26][C:27]([O:31][CH3:32])([O:29][CH3:30])[CH3:28])[C@@H:9]2[CH2:14][CH2:13][CH2:12][N:11]([C:15]([O:17][C:18]([CH3:19])([CH3:21])[CH3:20])=[O:16])[CH2:10]2)[CH:5]=[CH:6][CH:7]=1 |f:1.2|. Procedure: A mixture of (R)-tert-butyl 3-((R)-(3-chlorophenyl)(hydroxy)methyl)piperidine-1-carboxylate (0.2234 g, 0.68 mmol), 60% NaH (1.460 g, 36.5 mmol), and 1-bromo-2,2-dimethoxypropane (7.760 g, 42.4 mmol) in THF (20 mL) was heated at 80° C. for 3 d and then cooled to rt. The reaction mixture was then quenched with water, extracted with ethyl acetate (3×), and dried over Na2SO4. After the solvent was evaporated under reduced pressure, the crude product (R)-tert-butyl 3-((R)-(3-chlorophenyl)(2,2-dimetho... The reactants are [Cl-].[Ca+2].[Cl-] (calcium chloride), [OH-].[Na+] (sodium hydroxide), OC1=CC=C(C(=O)SC2=CC=C(C=C2)OC)C=C1 (S-(4-methoxyphenyl) 4-(hydroxy)thiobenzoate), C(=S)(Cl)Cl (thiophosgene). Run in O (water), C(Cl)(Cl)Cl (chloroform). Conditions: time 2 hour. The product is ClC(=S)OC1=CC=C(C(=O)SC2=CC=C(C=C2)OC)C=C1 (S-(4-Methoxyphenyl) 4(chlorothiocarbonyloxy)thiobenzoate). RXN SMILES: [OH-].[Na+].[OH:3][C:4]1[CH:20]=[CH:19][C:7]([C:8]([S:10][C:11]2[CH:16]=[CH:15][C:14]([O:17][CH3:18])=[CH:13][CH:12]=2)=[O:9])=[CH:6][CH:5]=1.[C:21](Cl)([Cl:23])=[S:22].[Cl-].[Ca+2].[Cl-]>O.C(Cl)(Cl)Cl>[Cl:23][C:21]([O:3][C:4]1[CH:20]=[CH:19][C:7]([C:8]([S:10][C:11]2[CH:16]=[CH:15][C:14]([O:17][CH3:18])=[CH:13][CH:12]=2)=[O:9])=[CH:6][CH:5]=1)=[S:22] |f:0.1,4.5.6|. Reported procedure: A solution of sodium hydroxide (1.01 g) in 2 ml of water was added to a cool (10° C. or below) solution of 5.50 g of S-(4-methoxyphenyl) 4-(hydroxy)thiobenzoate and 2.42 ml of thiophosgene in 75 ml of chloroform. Vigorous stirring was continued for 2 hours at room temperature and the filtered solution treated with calcium chloride for a further 30 minutes. Evaporation of the filtered solution and chromatography of the residue on silica gel using hexane/ethyl acetate mixtures as eluant gave 2.75 ... Starting materials: CCCBr, O=C([O-])[O-], CC(C)=O, [K+], [K+], OCCc1ccccc1O. The product is CCCOc1ccccc1CCO. Reaction SMILES: [Br:11][CH2:12][CH2:13][CH3:14].[C:15](=[O:16])([O-:17])[O-:18].[CH3:21][C:22](=[O:23])[CH3:24].[K+:19].[K+:20].[OH:1][c:2]1[c:3]([CH2:4][CH2:5][OH:6])[cH:7][cH:8][cH:9][cH:10]1>>[O:1]([c:2]1[c:3]([CH2:4][CH2:5][OH:6])[cH:7][cH:8][cH:9][cH:10]1)[CH2:12][CH2:13][CH3:14].